Dataset: the Open Reaction Database (ORD), a public repository of structured organic reaction records. Task: describe an organic reaction: reactants, conditions, products, and yield The reactants are CC1(CC=C(C=2C=C(C=CC12)C#CC1=CC=C(C(=O)O)C=C1)C#CCCC)C (4-[(7,8-dihydro-8,8-dimethyl-5-(1-pentynyl)naphth-3-yl)ethynyl]benzoic acid), CC1(CC=C(C=2C=C(C=CC12)C#CC1=CC=C(C(=O)O)C=C1)C#CCCC)C (4-[(7,8-dihydro-8,8-dimethyl-5-(1-pentynyl)naphth-3-yl)ethynyl]benzoic acid), CC1(CC=C(C=2C=C(C=CC12)C#CC1=CC=C(C(=O)OCC)C=C1)C=1SC=CC1)C (ethyl 4-[(7,8-dihydro-8,8-dimethyl-5-(2-thienyl)naphth-3-yl)ethynyl]benzoate), CC1(CC=C(C=2C=C(C=CC12)C#CC1=CC=C(C(=O)OCC)C=C1)C=1SC=CC1)C (ethyl 4-[(7,8-dihydro-8,8-dimethyl-5-(2-thienyl)naphth-3-yl)ethynyl]benzoate). The product is CC1(CC=C(C=2C=C(C=CC12)C#CC1=CC=C(C(=O)O)C=C1)C=1SC=CC1)C (4-[(7,8-dihydro-8,8-dimethyl-5-(2-thienyl)naphth-3-yl)ethynyl]benzoic acid). As a reaction SMILES: CC1(C)C2C=CC(C#CC3C=CC(C(O)=O)=CC=3)=CC=2C(C#CCCC)=CC1.[CH3:29][C:30]1([CH3:58])[C:39]2[CH:38]=[CH:37][C:36]([C:40]#[C:41][C:42]3[CH:52]=[CH:51][C:45]([C:46]([O:48]CC)=[O:47])=[CH:44][CH:43]=3)=[CH:35][C:34]=2[C:33]([C:53]2[S:54][CH:55]=[CH:56][CH:57]=2)=[CH:32][CH2:31]1>>[CH3:29][C:30]1([CH3:58])[C:39]2[CH:38]=[CH:37][C:36]([C:40]#[C:41][C:42]3[CH:43]=[CH:44][C:45]([C:46]([OH:48])=[O:47])=[CH:51][CH:52]=3)=[CH:35][C:34]=2[C:33]([C:53]2[S:54][CH:55]=[CH:56][CH:57]=2)=[CH:32][CH2:31]1. Procedure details: Employing the same general procedure as for the preparation of 4-[(7,8-dihydro-8,8-dimethyl-5-(1-pentynyl)naphth-2-yl)ethynyl]benzoic acid (Compound 84), 70.0 mg (0.17 mmol) of ethyl 4-[(7,8-dihydro-8,8-dimethyl-5-(2-thienyl)naphth-3-yl)ethynyl]benzoate (Compound 123) was converted into the title compound (colorless solid) using 17.8 mg (0.42 mmol) of LiOH in H2O. Reactants: O (Water), BrC1=CC=C(C=C1)C(N=C=O)Cl (1-bromo-4-(chloro(isocyanato)methyl)benzene), FC(C=1C=C(C=CC1)NC1=CC(CC1)=O)(F)F (3-(3-(trifluoromethyl)phenylamino)-cyclopent-2-enone). The solvent is ClCCl (dichloromethane), ClCCl (dichloromethane). Product: BrC1=CC=C(C=C1)C1C2=C(N(C(N1)=O)C1=CC(=CC=C1)C(F)(F)F)CCC2=O (4-(4-Bromophenyl)-1-(3-(trifluoromethyl)phenyl)-3,4,6,7-tetrahydro-1H-cyclopenta[d]pyrimidine-2,5-dione). As a reaction SMILES: [Br:1][C:2]1[CH:7]=[CH:6][C:5]([CH:8](Cl)[N:9]=[C:10]=[O:11])=[CH:4][CH:3]=1.[F:13][C:14]([F:29])([F:28])[C:15]1[CH:16]=[C:17]([NH:21][C:22]2[CH2:26][CH2:25][C:24](=[O:27])[CH:23]=2)[CH:18]=[CH:19][CH:20]=1.O>ClCCl>[Br:1][C:2]1[CH:7]=[CH:6][C:5]([CH:8]2[NH:9][C:10](=[O:11])[N:21]([C:17]3[CH:18]=[CH:19][CH:20]=[C:15]([C:14]([F:13])([F:28])[F:29])[CH:16]=3)[C:22]3[CH2:26][CH2:25][C:24](=[O:27])[C:23]2=3)=[CH:4][CH:3]=1. Procedure: A solution of 1-bromo-4-(chloro(isocyanato)methyl)benzene (14.7 g, 47.6 mmol) in dichloromethane (100 mL) is added to a solution of 3-(3-(trifluoromethyl)phenylamino)-cyclopent-2-enone (11.0 g, 45.6 mmol) in dichloromethane (100 mL) and the mixture is heated at reflux for 1.5 hours. Water is added, and the phases are extracted twice with dichloromethane. The combined organic layers are concentrated and the residue is purified by flash chromatography on silica (gradient cyclohexane/ethyl acetate ...